From a dataset of the Open Reaction Database (ORD), a public repository of structured organic reaction records. describe an organic reaction: reactants, conditions, products, and yield Starting materials: BrC1=C(C=C(C(=C1)S(=O)C)Br)S(=O)C (1,4-dibromo-2,5-bis(methylsulfinyl)benzene), C(CC)C=1SC(=CC1)[Sn](C)(C)C (2-propyl-5-trimethylstannylthiophene). The reagents and catalysts are C=1C=CC(=CC1)[P](C=2C=CC=CC2)(C=3C=CC=CC3)[Pd]([P](C=4C=CC=CC4)(C=5C=CC=CC5)C=6C=CC=CC6)([P](C=7C=CC=CC7)(C=8C=CC=CC8)C=9C=CC=CC9)[P](C=1C=CC=CC1)(C=1C=CC=CC1)C=1C=CC=CC1 (Pd(PPh3)4). Reaction conditions: temperature 100 celsius. Product: CS(=O)C1=C(C=C(C(=C1)C1=CC=C(S1)CCC)S(=O)C)C1=CC=C(S1)CCC (5,5′-(2,5-bis(methylsulfinyl)-1,4-phenylene)bis(2-propylthiophene)). Yield: 80.9%. As a reaction SMILES: Br[C:2]1[CH:7]=[C:6]([S:8]([CH3:10])=[O:9])[C:5](Br)=[CH:4][C:3]=1[S:12]([CH3:14])=[O:13].[CH2:15]([C:18]1[S:19][C:20]([Sn](C)(C)C)=[CH:21][CH:22]=1)[CH2:16][CH3:17]>C1C=CC([P]([Pd]([P](C2C=CC=CC=2)(C2C=CC=CC=2)C2C=CC=CC=2)([P](C2C=CC=CC=2)(C2C=CC=CC=2)C2C=CC=CC=2)[P](C2C=CC=CC=2)(C2C=CC=CC=2)C2C=CC=CC=2)(C2C=CC=CC=2)C2C=CC=CC=2)=CC=1>[CH3:14][S:12]([C:3]1[CH:4]=[C:5]([C:20]2[S:19][C:18]([CH2:15][CH2:16][CH3:17])=[CH:22][CH:21]=2)[C:6]([S:8]([CH3:10])=[O:9])=[CH:7][C:2]=1[C:20]1[S:19][C:18]([CH2:15][CH2:16][CH3:17])=[CH:22][CH:21]=1)=[O:13] |^1:30,32,51,70|. Reported procedure: 1,4-dibromo-2,5-bis(methylsulfinyl)benzene 3 (2.60 g, 7.21 mmol) was added to a solution of 2-propyl-5-trimethylstannylthiophene (5.0 g, 17.3 mmol) in anhydrous Toulene (48 mL), and the resulting mixture was purged with nitrogen for 30 min. Pd(PPh3)4 (0.833 g, 0.072 mmol) was then added, and the reaction mixture was heated to 100° C. overnight. Excess Toulene was removed under high vacuum, and the residue was dissolved in ethyl acetate and treated with 10% aqueous KF. The mixture was filtered th...